Dataset: the Open Reaction Database (ORD), a public repository of structured organic reaction records. Task: describe an organic reaction: reactants, conditions, products, and yield Run at time 3 hour. Run in ClCCl (dichloromethane). Reaction SMILES: [CH2:1]([O:8][C:9](=[O:23])[C@@H:10]([NH:15][C:16]([O:18][C:19]([CH3:22])([CH3:21])[CH3:20])=[O:17])[CH2:11][C:12]([OH:14])=O)[C:2]1[CH:7]=[CH:6][CH:5]=[CH:4][CH:3]=1.C(N(C(C)C)CC)(C)C.F[B-](F)(F)F.N1(OC(N(C)C)=[N+](C)C)C2C=CC=CC=2N=N1.Cl.[Cl:56][C:57]1[CH:67]=[CH:66][C:60]([O:61][CH:62]2[CH2:65][NH:64][CH2:63]2)=[CH:59][CH:58]=1>ClCCl>[CH2:1]([O:8][C:9](=[O:23])[C@@H:10]([NH:15][C:16]([O:18][C:19]([CH3:22])([CH3:21])[CH3:20])=[O:17])[CH2:11][C:12]([N:64]1[CH2:65][CH:62]([O:61][C:60]2[CH:59]=[CH:58][C:57]([Cl:56])=[CH:67][CH:66]=2)[CH2:63]1)=[O:14])[C:2]1[CH:3]=[CH:4][CH:5]=[CH:6][CH:7]=1 |f:2.3,4.5|. The reactants are C(C1=CC=CC=C1)OC([C@H](CC(=O)O)NC(=O)OC(C)(C)C)=O ((S)-2-tert-butoxycarbonylamino-succinic acid 1-benzyl ester), C(C)(C)N(CC)C(C)C (diisopropylethylamine), F[B-](F)(F)F.N1(N=NC2=C1C=CC=C2)OC(=[N+](C)C)N(C)C (2-(1H-benzotriazol-1-yl)-1,1,3,3-tetramethyl-uronium tetrafluoroborate), Cl.ClC1=CC=C(OC2CNC2)C=C1 (3-(4-chloro-phenoxy)-azetidine hydrochloride). Procedure details: A solution of (S)-2-tert-butoxycarbonylamino-succinic acid 1-benzyl ester (5.0 g, 13.99 mmol) in dichloromethane (50 ml) is treated with diisopropylethylamine (7.51 ml, 41.97 mmol) and 2-(1H-benzotriazol-1-yl)-1,1,3,3-tetramethyl-uronium tetrafluoroborate (4.49 g, 13.99 mmol). To the reaction mixture is added 3-(4-chloro-phenoxy)-azetidine hydrochloride (3.06 g, 13.99 mmol) and stirring continued for 3 hours. The dichloromethane is evaporated and residue partitioned between ethylacetate and satu... Product: C(C1=CC=CC=C1)OC([C@H](CC(=O)N1CC(C1)OC1=CC=C(C=C1)Cl)NC(=O)OC(C)(C)C)=O ((S)-2-tert-butoxycarbonylamino-4-[3-(4-chloro-phenoxy)-azetidin-1-yl]4-oxo-butyric acid benzyl ester). The reactants are [BH4-].[Na+] (Sodium borohydride), C1(C=2C(C(N1CCCOC1=CC=NC=C1)=O)=CC=CC2)=O (4-(3-phthalimidopropyloxy)pyridine). Run in C(C)O (ethanol). Conditions: time 3 hour. Product: OCC1=C(C(=O)NCCCOC2=CC=NC=C2)C=CC=C1 (4-[3-(2-hydroxymethylbenzoyl)aminopropyloxy]pyridine). Yield: 52.0%. Reaction SMILES: [BH4-].[Na+].[C:3]1(=[O:23])[N:7]([CH2:8][CH2:9][CH2:10][O:11][C:12]2[CH:17]=[CH:16][N:15]=[CH:14][CH:13]=2)[C:6](=[O:18])[C:5]2=[CH:19][CH:20]=[CH:21][CH:22]=[C:4]12>C(O)C>[OH:23][CH2:3][C:4]1[CH:22]=[CH:21][CH:20]=[CH:19][C:5]=1[C:6]([NH:7][CH2:8][CH2:9][CH2:10][O:11][C:12]1[CH:13]=[CH:14][N:15]=[CH:16][CH:17]=1)=[O:18] |f:0.1|. Reported procedure: Sodium borohydride [3.78 g (100 mmol)] was added to a solution of 2.82 g (10.0 mmol) of 4-(3-phthalimidopropyloxy)pyridine in 150 ml of ethanol. The mixture was stirred at room temperature for 3 hours. After the solvent was distiled off, brine was added to the residue. The mixture was extracted with chloroform and dried over anhydrous magnesium sulfate. The solvent was distilled off and then the residue was purified by column chromatography (eluent: ethanol/ethyl acetate=1:10) to obtain 1.488 g ... Reactants: COC1=C(C=CC=C1)SCCCN(C(NC=1SC(=CN1)SC(C(=O)O)(C)C)=O)[C@@H]1CC[C@H](CC1)C (2-{2-[3-[3-(2-methoxy-phenylsulfanyl)-propyl]-3-(trans-4-methyl-cyclohexyl)-ureido]-thiazol-5-ylsulfanyl}-2-methyl-propionic acid), FC1=CC=C(C=C1)S (4-fluoro-thiophenol), C(C)OC(C(C)(C)SC1=CN=C(S1)N)=O (2-(2-amino-thiazol-5-ylsulfanyl)-2-methyl-propionic acid ethyl ester). Yields the product FC1=CC=C(C=C1)SCCCN(C(NC=1SC(=CN1)SC(C(=O)O)(C)C)=O)[C@@H]1CC[C@H](CC1)C (2-{2-[3-[3-(4-Fluoro-phenylsulfanyl)-propyl]-3-(trans-4-methyl-cyclohexyl)-ureido]-thiazol-5-ylsulfanyl}-2-methyl-propionic acid). As a reaction SMILES: CO[C:3]1[CH:8]=[CH:7][CH:6]=[CH:5][C:4]=1[S:9][CH2:10][CH2:11][CH2:12][N:13]([C@H:29]1[CH2:34][CH2:33][C@H:32]([CH3:35])[CH2:31][CH2:30]1)[C:14](=[O:28])[NH:15][C:16]1[S:17][C:18]([S:21][C:22]([CH3:27])([CH3:26])[C:23]([OH:25])=[O:24])=[CH:19][N:20]=1.[F:36]C1C=CC(S)=CC=1.C(OC(=O)C(SC1SC(N)=NC=1)(C)C)C>>[F:36][C:7]1[CH:6]=[CH:5][C:4]([S:9][CH2:10][CH2:11][CH2:12][N:13]([C@H:29]2[CH2:34][CH2:33][C@H:32]([CH3:35])[CH2:31][CH2:30]2)[C:14](=[O:28])[NH:15][C:16]2[S:17][C:18]([S:21][C:22]([CH3:27])([CH3:26])[C:23]([OH:25])=[O:24])=[CH:19][N:20]=2)=[CH:3][CH:8]=1. Reported procedure: The compound was prepared following an analogous procedure to the one described for the synthesis 2-{2-[3-[3-(2-methoxy-phenylsulfanyl)-propyl]-3-(trans-4-methyl-cyclohexyl)-ureido]-thiazol-5-ylsulfanyl}-2-methyl-propionic acid using 4-fluoro-thiophenol and 2-(2-amino-thiazol-5-ylsulfanyl)-2-methyl-propionic acid ethyl ester. The reactants are Cc1nn(C)c(C(=O)Nc2cccnc2Cl)c1N, N, O=S(=O)(O)O. Yields the product Cc1nn(C)c2c1Nc1ncccc1NC2=O. As a reaction SMILES: [NH2:1][c:2]1[c:3]([CH3:18])[n:4][n:5]([CH3:17])[c:6]1[C:7](=[O:8])[NH:9][c:10]1[c:11]([Cl:16])[n:12][cH:13][cH:14][cH:15]1.[NH3:24].[S:19](=[O:20])(=[O:21])([OH:22])[OH:23]>>[NH:1]1[c:2]2[c:3]([CH3:18])[n:4][n:5]([CH3:17])[c:6]2[C:7](=[O:8])[NH:9][c:10]2[c:11]1[n:12][cH:13][cH:14][cH:15]2.